Dataset: the Open Reaction Database (ORD), a public repository of structured organic reaction records. Task: describe an organic reaction: reactants, conditions, products, and yield Reactants: [BH4-], CCOC(=O)c1sc2ncccc2c1C, CCO, [Ca+2], [Cl-], [Cl-], [Cl-], [NH4+], [Na+], C1CCOC1. Product: Cc1c(C=O)sc2ncccc12. RXN SMILES: [BH4-:19].[CH3:1][c:2]1[c:3]([C:11](=[O:12])[O:13][CH2:14][CH3:15])[s:4][c:5]2[n:6][cH:7][cH:8][cH:9][c:10]12.[CH3:28][CH2:29][OH:30].[Ca+2:18].[Cl-:16].[Cl-:17].[Cl-:21].[NH4+:22].[Na+:20].[O:23]1[CH2:24][CH2:25][CH2:26][CH2:27]1>>[CH3:1][c:2]1[c:3]([CH:11]=[O:12])[s:4][c:5]2[n:6][cH:7][cH:8][cH:9][c:10]12. The reactants are C(CCC)OC(=O)C=1N=C(C2=CC(=CC=C2C1O)OC1=CC=C(C=C1)F)Br (1-Bromo-7-(4-fluoro-phenoxy)-4-hydroxy-isoquinoline-3-carboxylic acid butyl ester), CB1OB(OB(O1)C)C (trimethylboroxine), C(=O)([O-])[O-].[K+].[K+] (K2CO3). The reagents and catalysts are C=1C=CC(=CC1)[P](C=2C=CC=CC2)(C=3C=CC=CC3)[Pd]([P](C=4C=CC=CC4)(C=5C=CC=CC5)C=6C=CC=CC6)([P](C=7C=CC=CC7)(C=8C=CC=CC8)C=9C=CC=CC9)[P](C=1C=CC=CC1)(C=1C=CC=CC1)C=1C=CC=CC1 (Pd(PPh3)4). Solvent: O1CCOCC1 (1,4-dioxane). Reaction conditions: time 2 hour. The product is C(CCC)OC(=O)C=1N=C(C2=CC(=CC=C2C1O)OC1=CC=C(C=C1)F)C (7-(4-Fluoro-phenoxy)-4-hydroxy-1-methyl-isoquinoline-3-carboxylic acid butyl ester). Yield: 62.0%. Reaction SMILES: [CH2:1]([O:5][C:6]([C:8]1[N:9]=[C:10](Br)[C:11]2[C:16]([C:17]=1[OH:18])=[CH:15][CH:14]=[C:13]([O:19][C:20]1[CH:25]=[CH:24][C:23]([F:26])=[CH:22][CH:21]=1)[CH:12]=2)=[O:7])[CH2:2][CH2:3][CH3:4].[CH3:28]B1OB(C)OB(C)O1.C([O-])([O-])=O.[K+].[K+]>C1C=CC([P]([Pd]([P](C2C=CC=CC=2)(C2C=CC=CC=2)C2C=CC=CC=2)([P](C2C=CC=CC=2)(C2C=CC=CC=2)C2C=CC=CC=2)[P](C2C=CC=CC=2)(C2C=CC=CC=2)C2C=CC=CC=2)(C2C=CC=CC=2)C2C=CC=CC=2)=CC=1.O1CCOCC1>[CH2:1]([O:5][C:6]([C:8]1[N:9]=[C:10]([CH3:28])[C:11]2[C:16]([C:17]=1[OH:18])=[CH:15][CH:14]=[C:13]([O:19][C:20]1[CH:25]=[CH:24][C:23]([F:26])=[CH:22][CH:21]=1)[CH:12]=2)=[O:7])[CH2:2][CH2:3][CH3:4] |f:2.3.4,^1:46,48,67,86|. Procedure details: A mixture of 1-Bromo-7-(4-fluoro-phenoxy)-4-hydroxy-isoquinoline-3-carboxylic acid butyl ester (434 mg, 1 mmol), Pd(PPh3)4 (116 mg, 0.1 mmol), trimethylboroxine (140 μl, 1 mmol), K2CO3 (414 mg, 3 mmol), and 1,4-dioxane (8 ml) was refluxed with stirring for 2 h. Subsequently, the mixture was concentrated in vacuo. To the residue was added water (10 ml). The mixture was acidified by the addition of aqueous 6N HCl and then extracted with EtOAc (40 ml). The organic phase was dried over MgSO4 and eva... Reactants: CSC(=C[N+](=O)[O-])N1CCCCC1 (1-methylthio-1-piperidino-2-nitroethylene), N1=CC(=CC=C1)CN (3-pyridylmethylamine). Run in CCO (EtOH). Yields the product N1(CCCCC1)C(=C[N+](=O)[O-])NCC=1C=NC=CC1 (1-Piperidino-1-(3-pyridylmethyl)amino-2-nitroethylene). Yield: 28.6%. RXN SMILES: CS[C:3]([N:8]1[CH2:13][CH2:12][CH2:11][CH2:10][CH2:9]1)=[CH:4][N+:5]([O-:7])=[O:6].[N:14]1[CH:19]=[CH:18][CH:17]=[C:16]([CH2:20][NH2:21])[CH:15]=1>CCO>[N:8]1([C:3]([NH:21][CH2:20][C:16]2[CH:15]=[N:14][CH:19]=[CH:18][CH:17]=2)=[CH:4][N+:5]([O-:7])=[O:6])[CH2:13][CH2:12][CH2:11][CH2:10][CH2:9]1. Procedure details: In 20 ml of EtOH was dissolved 0.8 g (0.004 mole) of 1-methylthio-1-piperidino-2-nitroethylene followed by addition of 0.4 g (0.004 mole) of 3-pyridylmethylamine. The mixture was refluxed for 2 hours. The ethanol was distilled off and the residue was purified by silica gel column chromatography to give 0.3 g of the title compound as a pale yellow powder. Reactants: NC1=NC(C2=CC=CC=C12)(C1=CC(=CC=C1)Br)C1=CC=C(C=C1)OS(=O)(=O)C (methanesulfonic acid 4-[3-amino-1-(3-bromo-phenyl)-1H-isoindol-1-yl]-phenyl ester), P(=O)([O-])([O-])[O-].[K+].[K+].[K+] (potassium phosphate), N1=CC(=CC=C1)B(O)O (3-pyridyl boronic acid), [Al] (aluminium). The reagents and catalysts are Cl[Pd]([P](C1=CC=CC=C1)(C2=CC=CC=C2)C3=CC=CC=C3)([P](C4=CC=CC=C4)(C5=CC=CC=C5)C6=CC=CC=C6)Cl (dichlorobis(triphenylphosphine)palladium(II)). Run in COCCOC.O.C(C)O (1,2-dimethoxyethane water ethanol). Yields the product NC1=NC(C2=CC=CC=C12)(C1=CC(=CC=C1)C=1C=NC=CC1)C1=CC=C(C=C1)OS(=O)(=O)C (Methanesulfonic acid 4-[3-amino-1-(3-pyridin-3-yl-phenyl)-1H-isoindol-1-yl]-phenyl ester). Yield: 63.8%. Reaction SMILES: [NH2:1][C:2]1[C:10]2[C:5](=[CH:6][CH:7]=[CH:8][CH:9]=2)[C:4]([C:18]2[CH:23]=[CH:22][C:21]([O:24][S:25]([CH3:28])(=[O:27])=[O:26])=[CH:20][CH:19]=2)([C:11]2[CH:16]=[CH:15][CH:14]=[C:13](Br)[CH:12]=2)[N:3]=1.P([O-])([O-])([O-])=O.[K+].[K+].[K+].[N:37]1[CH:42]=[CH:41][CH:40]=[C:39](B(O)O)[CH:38]=1.[Al]>Cl[Pd](Cl)([P](C1C=CC=CC=1)(C1C=CC=CC=1)C1C=CC=CC=1)[P](C1C=CC=CC=1)(C1C=CC=CC=1)C1C=CC=CC=1.COCCOC.O.C(O)C>[NH2:1][C:2]1[C:10]2[C:5](=[CH:6][CH:7]=[CH:8][CH:9]=2)[C:4]([C:18]2[CH:23]=[CH:22][C:21]([O:24][S:25]([CH3:28])(=[O:27])=[O:26])=[CH:20][CH:19]=2)([C:11]2[CH:16]=[CH:15][CH:14]=[C:13]([C:39]3[CH:38]=[N:37][CH:42]=[CH:41][CH:40]=3)[CH:12]=2)[N:3]=1 |f:1.2.3.4,8.9.10,^1:49,68|. Reported procedure: To methanesulfonic acid 4-[3-amino-1-(3-bromo-phenyl)-1H-isoindol-1-yl]-phenyl ester (Scheme #6, U) (100 mg, 0.18 mmol)) was added potassium phosphate (112 mg, 0.53 mmol), 3-pyridyl boronic acid (33 mg, 0.26 mmol), dichlorobis(triphenylphosphine)palladium(II) (12 mg, 0.018 mmol) and 1,2-dimethoxyethane: water:ethanol (7:3:2, 3.0 mL). The reaction was heated in an aluminium block at 100° C. for 15 minutes. The mixture was filtered through a syringe filter and the filtrate was removed of solvent u... The reactants are ClC1=CC=C(C=2N3C(=NC21)N(CCCC3)C3=C(C=C(C=C3)SC)C)C(CC)CC (10-chloro-7-(1-ethylpropyl)-1-[2-methyl-4-(methylthio)phenyl]-2,3,4,5-tetrahydro-1H-[1,3]diazepino[1,2-a]benzimidazole), ClC1=CC(=CC=C1)C(=O)OO (m-chloroperbenzoic acid), C(O)([O-])=O.[Na+] (sodium hydrogen carbonate). The solvent is ClCCl (dichloromethane). Reaction conditions: temperature 0 celsius, time 2 hour. Product: ClC1=CC=C(C=2N3C(=NC21)N(CCCC3)C3=C(C=C(C=C3)S(=O)C)C)C(CC)CC (10-Chloro-7-(1-ethylpropyl)-1-[2-methyl-4-(methylsulfinyl)phenyl]-2,3,4,5-tetrahydro-1H-[1,3]diazepino[1,2-a]benzimidazole). Isolated yield 29.2%. As a reaction SMILES: [Cl:1][C:2]1[C:10]2[N:9]=[C:8]3[N:11]([C:16]4[CH:21]=[CH:20][C:19]([S:22][CH3:23])=[CH:18][C:17]=4[CH3:24])[CH2:12][CH2:13][CH2:14][CH2:15][N:7]3[C:6]=2[C:5]([CH:25]([CH2:28][CH3:29])[CH2:26][CH3:27])=[CH:4][CH:3]=1.ClC1C=CC=C(C(OO)=[O:38])C=1.C(=O)([O-])O.[Na+]>ClCCl>[Cl:1][C:2]1[C:10]2[N:9]=[C:8]3[N:11]([C:16]4[CH:21]=[CH:20][C:19]([S:22]([CH3:23])=[O:38])=[CH:18][C:17]=4[CH3:24])[CH2:12][CH2:13][CH2:14][CH2:15][N:7]3[C:6]=2[C:5]([CH:25]([CH2:28][CH3:29])[CH2:26][CH3:27])=[CH:4][CH:3]=1 |f:2.3|. Reported procedure: To a solution of 10-chloro-7-(1-ethylpropyl)-1-[2-methyl-4-(methylthio)phenyl]-2,3,4,5-tetrahydro-1H-[1,3]diazepino[1,2-a]benzimidazole (106 mg, 0.248 mmol) in dichloromethane (2.5 mL) was added m-chloroperbenzoic acid (47.0 mg, 0.272 mmol), and the mixture was stirred at 0° C. for 2 hr. The mixture was neutralized with saturated aqueous sodium hydrogen carbonate, and extracted with ethyl acetate. The combined organic layer was washed with brine, dried over anhydrous magnesium sulfate, filtered ... Starting materials: CCc1nc2c(cnn2CC)c(NC2CCOCC2)c1CNC(=O)c1cccc(C(=O)NCc2ccc(F)c(-c3cccc(C=O)c3)c2)c1, ClCCl, OC1CCNCC1. The product is CCc1nc2c(cnn2CC)c(NC2CCOCC2)c1CNC(=O)c1cccc(C(=O)NCc2ccc(F)c(-c3cccc(CN4CCC(O)CC4)c3)c2)c1. Reaction SMILES: [CH2:1]([CH3:2])[n:3]1[n:4][cH:5][c:6]2[c:7]1[n:8][c:9]([CH2:48][CH3:49])[c:10]([CH2:19][NH:20][C:21](=[O:22])[c:23]1[cH:24][c:25]([C:29](=[O:30])[NH:31][CH2:32][c:33]3[cH:34][c:35](-[c:40]4[cH:41][c:42]([CH:46]=[O:47])[cH:43][cH:44][cH:45]4)[c:36]([F:39])[cH:37][cH:38]3)[cH:26][cH:27][cH:28]1)[c:11]2[NH:12][CH:13]1[CH2:14][CH2:15][O:16][CH2:17][CH2:18]1.[Cl:57][CH2:58][Cl:59].[NH:50]1[CH2:51][CH2:52][CH:53]([OH:56])[CH2:54][CH2:55]1>>[CH2:1]([CH3:2])[n:3]1[n:4][cH:5][c:6]2[c:7]1[n:8][c:9]([CH2:48][CH3:49])[c:10]([CH2:19][NH:20][C:21](=[O:22])[c:23]1[cH:24][c:25]([C:29](=[O:30])[NH:31][CH2:32][c:33]3[cH:34][c:35](-[c:40]4[cH:41][c:42]([CH2:46][N:50]5[CH2:51][CH2:52][CH:53]([OH:56])[CH2:54][CH2:55]5)[cH:43][cH:44][cH:45]4)[c:36]([F:39])[cH:37][cH:38]3)[cH:26][cH:27][cH:28]1)[c:11]2[NH:12][CH:13]1[CH2:14][CH2:15][O:16][CH2:17][CH2:18]1.